From a dataset of the Open Reaction Database (ORD), a public repository of structured organic reaction records. describe an organic reaction: reactants, conditions, products, and yield The reactants are C1CCNCC1, Nc1cc(Cl)ccc1[N+](=O)[O-], [K+], [K+], O=C([O-])[O-], CN(C)C=O, O. Product: Nc1cc(N2CCCCC2)ccc1[N+](=O)[O-]. Reaction SMILES: [CH2:12]1[CH2:13][CH2:14][NH:15][CH2:16][CH2:17]1.[Cl:1][c:2]1[cH:3][cH:4][c:5]([N+:9](=[O:10])[O-:11])[c:6]([NH2:8])[cH:7]1.[K+:18].[K+:19].[O-:20][C:21]([O-:22])=[O:23].[O:25]=[CH:26][N:27]([CH3:28])[CH3:29].[OH2:24]>>[c:2]1([N:15]2[CH2:14][CH2:13][CH2:12][CH2:17][CH2:16]2)[cH:3][cH:4][c:5]([N+:9](=[O:10])[O-:11])[c:6]([NH2:8])[cH:7]1. Starting materials: C1COCCO1, CCOC(C)=O, [Cl-], COC(=O)C(C)Oc1ccccc1Oc1cc(-n2c(=O)cc(C(F)(F)F)n(C)c2=O)c(F)cc1Cl, Cl, [Na+], O. Product: CC(Oc1ccccc1Oc1cc(-n2c(=O)cc(C(F)(F)F)n(C)c2=O)c(F)cc1Cl)C(=O)O. RXN SMILES: [CH2:44]1[O:45][CH2:46][CH2:47][O:48][CH2:49]1.[CH3:36][CH2:37][O:38][C:39](=[O:40])[CH3:41].[Cl-:43].[Cl:1][c:2]1[c:3]([O:4][c:5]2[c:6]([O:7][CH:8]([C:9](=[O:10])[O:11][CH3:12])[CH3:13])[cH:14][cH:15][cH:16][cH:17]2)[cH:18][c:19](-[n:23]2[c:24](=[O:35])[n:25]([CH3:34])[c:26]([C:30]([F:31])([F:32])[F:33])[cH:27][c:28]2=[O:29])[c:20]([F:22])[cH:21]1.[ClH:50].[Na+:42].[OH2:51]>>[Cl:1][c:2]1[c:3]([O:4][c:5]2[c:6]([O:7][CH:8]([C:9](=[O:10])[OH:11])[CH3:13])[cH:14][cH:15][cH:16][cH:17]2)[cH:18][c:19](-[n:23]2[c:24](=[O:35])[n:25]([CH3:34])[c:26]([C:30]([F:31])([F:32])[F:33])[cH:27][c:28]2=[O:29])[c:20]([F:22])[cH:21]1.